This data is from the Open Reaction Database (ORD), a public repository of structured organic reaction records. The task is: describe an organic reaction: reactants, conditions, products, and yield Reactants: COC(=CC(=O)O)C(C)Oc1ccc(Oc2ccc(Br)cc2F)cc1, CC(C)C[AlH]CC(C)C, CC(=O)O, Cc1ccccc1, O. The product is COC(=CCO)C(C)Oc1ccc(Oc2ccc(Br)cc2F)cc1. As a reaction SMILES: [Br:1][c:2]1[cH:3][c:4]([F:25])[c:5]([O:6][c:7]2[cH:8][cH:9][c:10]([O:11][CH:12]([C:13](=[CH:14][C:15](=[O:16])[OH:17])[O:18][CH3:19])[CH3:20])[cH:21][cH:22]2)[cH:23][cH:24]1.[CH3:26][CH:27]([CH2:28][AlH:29][CH2:30][CH:31]([CH3:32])[CH3:33])[CH3:34].[CH3:35][C:36](=[O:37])[OH:38].[CH3:40][c:41]1[cH:42][cH:43][cH:44][cH:45][cH:46]1.[OH2:39]>>[Br:1][c:2]1[cH:3][c:4]([F:25])[c:5]([O:6][c:7]2[cH:8][cH:9][c:10]([O:11][CH:12]([C:13](=[CH:14][CH2:15][OH:16])[O:18][CH3:19])[CH3:20])[cH:21][cH:22]2)[cH:23][cH:24]1. Reactants: [BH4-].[K+] (potassium borohydride), O=C1C(CC2=CC(=C(C(=C12)Cl)Cl)OCC(=O)O)CC ((1-oxo-2-ethyl-6,7-dichloro-5-indanyloxy)acetic acid), Cl (hydrochloric acid). Run in O (water), O (water). Reaction conditions: temperature 5 celsius, time 1 hour. The product is OC1C(CC2=CC(=C(C(=C12)Cl)Cl)OCC(=O)O)CC ((1-Hydroxy-2-ethyl-6,7-dichloro-5-indanyloxy)-acetic acid). As a reaction SMILES: [O:1]=[C:2]1[C:10]2[C:5](=[CH:6][C:7]([O:13][CH2:14][C:15]([OH:17])=[O:16])=[C:8]([Cl:12])[C:9]=2[Cl:11])[CH2:4][CH:3]1[CH2:18][CH3:19].[BH4-].[K+].Cl>O>[OH:1][CH:2]1[C:10]2[C:5](=[CH:6][C:7]([O:13][CH2:14][C:15]([OH:17])=[O:16])=[C:8]([Cl:12])[C:9]=2[Cl:11])[CH2:4][CH:3]1[CH2:18][CH3:19] |f:1.2|. Procedure: A stirred suspension of (1-oxo-2-ethyl-6,7-dichloro-5-indanyloxy)acetic acid (12.12 g., 0.04 mole) in water (400 ml.) is cooled to 5° C. and treated during a one hour period with solution of potassium borohydride (4.0 g., 0.075 mole) in water (200 ml.). The reaction is stirred for 1 hour then acidified with hydrochloric acid affording 10.6 g. (87%) of (1-hydroxy-2-ethyl-6,7-dichloro-5-indanyloxy)acetic acid which melts at 121°-122° C. after recrystallization from benzene. Starting materials: OC1=C(C#N)C=CC=C1 (2-hydroxy-benzonitril), ClCCNCC=1C=NC=C(C1)C1=CC=CC=C1 (N-2-chloroethyl-N-(5-phenyl-3-pyridylmethyl)-amine), OCCN (2-hydroxyethylamine), ClCC=1C=NC=C(C1)C1=CC=CC=C1 (3-chloromethyl-5-phenyl-pyridine), 2-chloroethyl, P(Cl)(Cl)Cl (PCl3). Run in C(C)#N (acetonitrile). Reaction conditions: time 5 hour. Yields the product C(#N)C1=C(OCCNCC=2C=NC=C(C2)C2=CC=CC=C2)C=CC=C1 (N-[2-(2-cyanophenoxy)-ethyl]-N-(5-phenyl-3-pyridylmethyl)-amine). RXN SMILES: [OH:1][C:2]1[CH:9]=[CH:8][CH:7]=[CH:6][C:3]=1[C:4]#[N:5].Cl[CH2:11][CH2:12][NH:13][CH2:14][C:15]1[CH:16]=[N:17][CH:18]=[C:19]([C:21]2[CH:26]=[CH:25][CH:24]=[CH:23][CH:22]=2)[CH:20]=1.OCCN.ClCC1C=NC=C(C2C=CC=CC=2)C=1.P(Cl)(Cl)Cl>C(#N)C>[C:4]([C:3]1[CH:6]=[CH:7][CH:8]=[CH:9][C:2]=1[O:1][CH2:11][CH2:12][NH:13][CH2:14][C:15]1[CH:16]=[N:17][CH:18]=[C:19]([C:21]2[CH:26]=[CH:25][CH:24]=[CH:23][CH:22]=2)[CH:20]=1)#[N:5]. Reported procedure: A solution of 1.2 g 2-hydroxy-benzonitril and 2.5 g N-2-chloroethyl-N-(5-phenyl-3-pyridylmethyl)-amine [obtainable by reaction of 2-hydroxyethylamine with 3-chloromethyl-5-phenyl-pyridine and subsequent transformation of the product to the 2-chloroethyl-compound by reaction with PCl3 ] in 200 ml of acetonitrile is stirred for 5 hours at room temperature and worked up in a conventional manner to give N-[2-(2-cyanophenoxy)-ethyl]-N-(5-phenyl-3-pyridylmethyl)-amine. Stirring with 0.5 equivalenets o... Yields the product N#CCC1(NC(=O)NC(Cc2ccccc2)(c2ccc(F)cc2)c2cc(F)cc(OC(F)(F)C(F)F)c2)CC1. As a reaction SMILES: [Br:1][CH2:2][C:3]1([NH:6][C:7](=[O:8])[NH:9][C:10]([CH2:11][c:12]2[cH:13][cH:14][cH:15][cH:16][cH:17]2)([c:18]2[cH:19][cH:20][c:21]([F:24])[cH:22][cH:23]2)[c:25]2[cH:26][c:27]([F:38])[cH:28][c:29]([O:31][C:32]([CH:33]([F:34])[F:35])([F:36])[F:37])[cH:30]2)[CH2:4][CH2:5]1.[C-:39]#[N:40].[CH3:42][S:43]([CH3:44])=[O:45].[Na+:41]>>[CH2:2]([C:3]1([NH:6][C:7](=[O:8])[NH:9][C:10]([CH2:11][c:12]2[cH:13][cH:14][cH:15][cH:16][cH:17]2)([c:18]2[cH:19][cH:20][c:21]([F:24])[cH:22][cH:23]2)[c:25]2[cH:26][c:27]([F:38])[cH:28][c:29]([O:31][C:32]([CH:33]([F:34])[F:35])([F:36])[F:37])[cH:30]2)[CH2:4][CH2:5]1)[C:39]#[N:40]. Starting materials: O=C(NC1(CBr)CC1)NC(Cc1ccccc1)(c1ccc(F)cc1)c1cc(F)cc(OC(F)(F)C(F)F)c1, [C-]#N, CS(C)=O, [Na+].